From a dataset of the Open Reaction Database (ORD), a public repository of structured organic reaction records. describe an organic reaction: reactants, conditions, products, and yield The reactants are COC(=O)c1cc([N+](=O)[O-])c(Oc2ccc(C)cc2)c(S(N)(=O)=O)c1, CCOC(C)=O, [H][H]. Yields the product COC(=O)c1cc(N)c(Oc2ccc(C)cc2)c(S(N)(=O)=O)c1. Reaction SMILES: [CH3:1][O:2][C:3]([c:4]1[cH:5][c:6]([N+:22]([O-:23])=[O:24])[c:7]([O:14][c:15]2[cH:16][cH:17][c:18]([CH3:21])[cH:19][cH:20]2)[c:8]([S:10]([NH2:11])(=[O:12])=[O:13])[cH:9]1)=[O:25].[CH3:28][CH2:29][O:30][C:31](=[O:32])[CH3:33].[H:26][H:27]>>[CH3:1][O:2][C:3]([c:4]1[cH:5][c:6]([NH2:22])[c:7]([O:14][c:15]2[cH:16][cH:17][c:18]([CH3:21])[cH:19][cH:20]2)[c:8]([S:10]([NH2:11])(=[O:12])=[O:13])[cH:9]1)=[O:25]. The yield is 40.3%. Yields the product ClC=1C(=C(C=2N(N1)C=CN2)NC2=CC=CC=C2)CC (6-chloro-N-phenyl-7-ethylimidazo[1,2-b]pyridazin-8-amine). Reaction conditions: time 1 hour. Reaction SMILES: Br[C:2]1[C:3]2[N:4]([CH:11]=[CH:12][N:13]=2)[N:5]=[C:6]([Cl:10])[C:7]=1[CH2:8][CH3:9].[NH2:14][C:15]1[CH:20]=[CH:19][CH:18]=[CH:17][CH:16]=1.CC(C)([O-])C.[K+]>CN(C=O)C>[Cl:10][C:6]1[C:7]([CH2:8][CH3:9])=[C:2]([NH:14][C:15]2[CH:20]=[CH:19][CH:18]=[CH:17][CH:16]=2)[C:3]2[N:4]([CH:11]=[CH:12][N:13]=2)[N:5]=1 |f:2.3|. Run in CN(C)C=O (DMF). Starting materials: BrC=1C=2N(N=C(C1CC)Cl)C=CN2 (8-bromo-6-chloro-7-ethylimidazo[1,2-b]pyridazine), 1d, NC1=CC=CC=C1 (aniline), CC(C)([O-])C.[K+] (potassium tert-butoxide). Reported procedure: A mixture of 8-bromo-6-chloro-7-ethylimidazo[1,2-b]pyridazine (60 mg, 0.2 mmol, 1 eq) from 1d, aniline (20.3 μL, 0.22 mmol, 1.1 eq) and potassium tert-butoxide (0.51 mL, 0.51 mmol, 2.5 eq) were suspended in DMF (3 mL) and stirred at RT for 1 h. The mixture was quenched with ethyl acetate and washed with lithium chloride saturated solution, dried with sodium sulfate and concentrated in vacuo. The residue was purified using an ISCO chromatography system (4 g silica cartridge, 5% ethyl acetate in h... Starting materials: COC1=NC(=NC(=N1)NC1CCNCC1)NCCO (2-[4-methoxy-6-(piperidin-4-ylamino)-[1,3,5]triazin-2-ylamino]-ethanol), Cl (HCl), C(C)(C)(C)OC(=O)N1CCC(CC1)NC1=NC=C(C=N1)OCC#N (4-(5-cyanomethoxy-pyrimidin-2-ylamino)-piperidine-1-carboxylic acid tert-butyl ester), C(C)(C)(C)OC(=O)N1CCC(CC1)NC1=NC=C(C=N1)O (4-(5-hydroxy-pyrimidin-2-ylamino)-piperidine-1-carboxylic acid tert-butyl ester), BrCC(=O)N (2-bromo-acetamide), C([O-])([O-])=O.[K+].[K+] (potassium carbonate). The solvent is O1CCOCC1 (dioxane), CN(C)C=O (DMF), CN(C)C=O (DMF). The product is N1CCC(CC1)NC1=NC=C(C=N1)OCC(=O)N (2-[2-(Piperidin-4-ylamino)-pyrimidin-5-yloxy]-acetamide). Reaction SMILES: C(OC([N:8]1[CH2:13][CH2:12][CH:11]([NH:14][C:15]2[N:20]=[CH:19][C:18]([O:21][CH2:22][C:23]#[N:24])=[CH:17][N:16]=2)[CH2:10][CH2:9]1)=O)(C)(C)C.C([O:29]C(N1CCC(NC2N=CC(O)=CN=2)CC1)=O)(C)(C)C.BrCC(N)=O.C(=O)([O-])[O-].[K+].[K+].Cl.COC1N=C(NC2CCNCC2)N=C(NCCO)N=1>CN(C=O)C.O1CCOCC1>[NH:8]1[CH2:9][CH2:10][CH:11]([NH:14][C:15]2[N:16]=[CH:17][C:18]([O:21][CH2:22][C:23]([NH2:24])=[O:29])=[CH:19][N:20]=2)[CH2:12][CH2:13]1 |f:3.4.5|. Procedure: The compound was prepared in analogy to the synthesis of 4-(5-cyanomethoxy-pyrimidin-2-ylamino)-piperidine-1-carboxylic acid tert-butyl ester (intermediate C32/step 1) from 4-(5-hydroxy-pyrimidin-2-ylamino)-piperidine-1-carboxylic acid tert-butyl ester (intermediate C31/step 2) by reaction with 2-bromo-acetamide and potassium carbonate in DMF at rt, followed by BOC cleavage with 4 M HCl in dioxane and DMF at 85° C. in analogy to the procedure described for 2-[4-methoxy-6-(piperidin-4-ylamino)-[1... Reactants: Cc1ccccc1, CCOC(=O)CCl, Cc1nn(-c2cc(O)c(Cl)cc2F)c(C)c1Cl, [NH2-], N, [Na], C1CCOC1, O. The product is CCOC(=O)COc1cc(-n2nc(C)c(Cl)c2C)c(F)cc1Cl. Reaction SMILES: [CH3:34][c:35]1[cH:36][cH:37][cH:38][cH:39][cH:40]1.[Cl:21][CH2:22][C:23](=[O:24])[O:25][CH2:26][CH3:27].[F:1][c:2]1[c:3](-[n:10]2[n:11][c:12]([CH3:17])[c:13]([Cl:16])[c:14]2[CH3:15])[cH:4][c:5]([OH:9])[c:6]([Cl:8])[cH:7]1.[NH2-:19].[NH3:20].[Na:18].[O:28]1[CH2:29][CH2:30][CH2:31][CH2:32]1.[OH2:33]>>[F:1][c:2]1[c:3](-[n:10]2[n:11][c:12]([CH3:17])[c:13]([Cl:16])[c:14]2[CH3:15])[cH:4][c:5]([O:9][CH2:22][C:23](=[O:24])[O:25][CH2:26][CH3:27])[c:6]([Cl:8])[cH:7]1. Starting materials: CN(C)CCS, CC(=O)O, Cl, O=C1Cc2ccccc2Sc2ccc(F)cc21, [Na+], [OH-]. Yields the product CN(C)CCSC1=Cc2ccccc2Sc2ccc(F)cc21. RXN SMILES: [CH3:19][N:20]([CH2:21][CH2:22][SH:23])[CH3:24].[CH3:27][C:28](=[O:29])[OH:30].[ClH:18].[F:1][c:2]1[cH:3][c:4]2[c:5]([cH:16][cH:17]1)[S:6][c:7]1[c:8]([cH:12][cH:13][cH:14][cH:15]1)[CH2:9][C:10]2=[O:11].[Na+:26].[OH-:25]>>[F:1][c:2]1[cH:3][c:4]2[c:5]([cH:16][cH:17]1)[S:6][c:7]1[c:8]([cH:12][cH:13][cH:14][cH:15]1)[CH:9]=[C:10]2[S:23][CH2:22][CH2:21][N:20]([CH3:19])[CH3:24].